The task is: describe an organic reaction: reactants, conditions, products, and yield. This data is from the Open Reaction Database (ORD), a public repository of structured organic reaction records. Reactants: C1(=CC=CC=C1)COC1=CC=CN2C1=NC1=C(C2=O)CCC1 (2,3-dihydro-5-(phenylmethoxy)cyclopenta[d]pyrido[1,2-a]pyrimidin-10(1H)-one), Cl (hydrogen chloride). Run in CCOCC (ether). Product: Cl.C1(=CC=CC=C1)COC1=CC=CN2C1=NC1=C(C2=O)CCC1 (2,3-Dihydro-5-(phenylmethoxy)cyclopenta[d]pyrido[1,2-a]-pyrimidin-10(1H)-one, hydrochloride). Reaction SMILES: [C:1]1([CH2:7][O:8][C:9]2[C:14]3=[N:15][C:16]4[CH2:22][CH2:21][CH2:20][C:17]=4[C:18](=[O:19])[N:13]3[CH:12]=[CH:11][CH:10]=2)[CH:6]=[CH:5][CH:4]=[CH:3][CH:2]=1.[ClH:23]>CCOCC>[ClH:23].[C:1]1([CH2:7][O:8][C:9]2[C:14]3=[N:15][C:16]4[CH2:22][CH2:21][CH2:20][C:17]=4[C:18](=[O:19])[N:13]3[CH:12]=[CH:11][CH:10]=2)[CH:2]=[CH:3][CH:4]=[CH:5][CH:6]=1 |f:3.4|. Procedure: To a solution of 2.92 g. of 2,3-dihydro-5-(phenylmethoxy)cyclopenta[d]pyrido[1,2-a]pyrimidin-10(1H)-one in 25 ml of anhydrous ether, cooled externally by a wet ice bath, is added dropwise and with stirring, 10 ml of a N-ethereal hydrogen chloride solution. The salt separates spontaneously. It is filtered and recrystallized from anhydrous 2-propanol-ether to give the named compound as colorless needles. The reactants are NC(C#N)C1=CC2=C(OCC3=C(C2=O)C=CC=C3)C=C1 (2-Amino-2-(6,11-Dihydro-11-oxodibenz[b,e]oxepin-2-Yl)acetonitrile), Cl (hydrochloric acid), [OH-].[NH4+] (ammonium hydroxide). Yields the product NC(C(=O)N)C1=CC2=C(OCC3=C(C2=O)C=CC=C3)C=C1 (2-amino-2-(6,11-Dihydro-11-oxodibenz[b,e]oxepin-2-Yl)acetamide). RXN SMILES: [NH2:1][CH:2]([C:5]1[CH:20]=[CH:19][C:8]2[O:9][CH2:10][C:11]3[CH:18]=[CH:17][CH:16]=[CH:15][C:12]=3[C:13](=[O:14])[C:7]=2[CH:6]=1)[C:3]#[N:4].Cl.[OH-:22].[NH4+]>>[NH2:1][CH:2]([C:5]1[CH:20]=[CH:19][C:8]2[O:9][CH2:10][C:11]3[CH:18]=[CH:17][CH:16]=[CH:15][C:12]=3[C:13](=[O:14])[C:7]=2[CH:6]=1)[C:3]([NH2:4])=[O:22] |f:2.3|. Procedure: Stir at room temperature 5.0 gm. of the aminoacetonitrile of Step B in 30 ml. of concentrated hydrochloric acid for 30 minutes. Slowly pour the reaction mixture into cold ammonium hydroxide. Extract the mixture with ether and dry over sodium sulfate. Evaporate the extract to dryness to obtain the title product. Starting materials: ClC=1C=CC2=C(C=CC3=C(N=C(N3C)C)C2=O)C1 (7-Chloro-1,2-dimethyl-4H-benzo[5,6]cyclohepta[1,2-d]imidazol-4-one), [BH4-].[Na+] (sodium borohydride). The solvent is C(C)O (ethanol), ClCCl (dichloromethane). Run at temperature 50 celsius. Product: ClC=1C=CC2=C(C=CC3=C(N=C(N3C)C)C2O)C1 ((±)-7-Chloro-1,2-dimethyl-4H-benzo[5,6]cyclohepta[1,2-d]imidazol-4-ol). Reaction SMILES: [Cl:1][C:2]1[CH:3]=[CH:4][C:5]2[C:16](=[O:17])[C:10]3[N:11]=[C:12]([CH3:15])[N:13]([CH3:14])[C:9]=3[CH:8]=[CH:7][C:6]=2[CH:18]=1.[BH4-].[Na+]>C(O)C.ClCCl>[Cl:1][C:2]1[CH:3]=[CH:4][C:5]2[CH:16]([OH:17])[C:10]3[N:11]=[C:12]([CH3:15])[N:13]([CH3:14])[C:9]=3[CH:8]=[CH:7][C:6]=2[CH:18]=1 |f:1.2|. Procedure details: A mixture of the product from step (ii) (1.43 g), and sodium borohydride (0.42 g) in ethanol (100 ml) and dichloromethane (20 ml) were heated at 50° C. for 4 h. The solvents were evaporated under reduced pressure and the residue was dissolved in dichloromethane, washed with dilute aqueous sodium hydroxide solution, dried (CaCl2), and evaporated to give the subtitled product as a brown solid.